This data is from the Open Reaction Database (ORD), a public repository of structured organic reaction records. The task is: describe an organic reaction: reactants, conditions, products, and yield Reactants: NC1=NC=2C=CC=CC2C2=C1N=CN2CCC2CCN(CC2)C(=O)OC(C)(C)C (tert-butyl 4-[2-(4-amino-1H-imidazo[4,5-c]quinolin-1-yl)ethyl]-1-piperidinecarboxylate), C(C)(=O)OCC (ethyl acetate), Cl (hydrogen chloride), [OH-].[Na+] (sodium hydroxide). Run in O (water). Conditions: time 5 hour. Yields the product Cl.NC1=NC=2C=CC=CC2C2=C1N=CN2CCC2CCNCC2 (4-Amino-1-[2-(4-piperidyl)ethyl]-1H-imidazo[4,5-c]quinoline Hydrochloride). Reaction SMILES: [NH2:1][C:2]1[C:11]2[N:12]=[CH:13][N:14]([CH2:15][CH2:16][CH:17]3[CH2:22][CH2:21][N:20](C(OC(C)(C)C)=O)[CH2:19][CH2:18]3)[C:10]=2[C:9]2[CH:8]=[CH:7][CH:6]=[CH:5][C:4]=2[N:3]=1.C(OCC)(=O)C.[ClH:36].[OH-].[Na+]>O>[ClH:36].[NH2:1][C:2]1[C:11]2[N:12]=[CH:13][N:14]([CH2:15][CH2:16][CH:17]3[CH2:22][CH2:21][NH:20][CH2:19][CH2:18]3)[C:10]=2[C:9]2[CH:8]=[CH:7][CH:6]=[CH:5][C:4]=2[N:3]=1 |f:3.4,6.7|. Procedure: A mixture of 1.57 g of tert-butyl 4-[2-(4-amino-1H-imidazo[4,5-c]quinolin-1-yl)ethyl]-1-piperidinecarboxylate and 40 ml of ethyl acetate solution of hydrogen chloride was stirred at room temperature for 5 hours. The reaction mixture was added with water, adjusted to pH 10 with 10% aqueous sodium hydroxide solution, and extracted with methylene chloride. The extract was dried, and the solvent was evaporated. The resulting residue was washed with ethyl acetate to give 1.01 g of pale brown crystals... Starting materials: COC=1C=C2C=CC=NC2=CC1 (6-methoxyquinoline), ClC=1C=C(C(=O)OO)C=CC1 (m-chloroperoxybenzoic acid). The solvent is C(Cl)(Cl)Cl (CHCl3), C(Cl)(Cl)Cl (CHCl3). Run at time 30 minute. Yields the product COC=1C=C2C=CC(NC2=CC1)=O (6-Methoxy-2-quinolinone). As a reaction SMILES: [CH3:1][O:2][C:3]1[CH:4]=[C:5]2[C:10](=[CH:11][CH:12]=1)[N:9]=[CH:8][CH:7]=[CH:6]2.ClC1C=C(C=CC=1)C(OO)=[O:18]>C(Cl)(Cl)Cl>[CH3:1][O:2][C:3]1[CH:4]=[C:5]2[C:10](=[CH:11][CH:12]=1)[NH:9][C:8](=[O:18])[CH:7]=[CH:6]2. Procedure: To a solution of 6-methoxyquinoline (2.08 g) in CHCl3 (45 mL) at r.t. was added m-chloroperoxybenzoic acid (3.38 g) portionwise over 10 min. After 30 min., CHCl3 (50 mL) was added and the solution washed with saturated aq. NaHCO3 (3×), dried (MgSO4) and concentrated. A portion of this material (500 mg) in DMF (10 mL) was treated with trifluoroacetic anhydride (TFAA) and stirred at r.t. for 17 hr. The TFAA was removed under vacuum and to the resulting solution was added water (60 mL). The mixture... Yield: 56.0%. Reported procedure: A mixture of 3.3 g of 3-chloro-1,2-dihydroxy-n-propane and 20 ml of 30% methylamine-methanol solution is allowed to stand at room temperature for 3 days. The reaction mixture is condensed to dryness under reduced pressure, whereby 4.2 g of N-methyl-2,3-dihydroxy-n-propylamine hydrochloride are obtained as a crude product. 4.2 g of said crude product and 3 g of triethylamine are dissolved in 30 ml of methanol. To the solution, 3.2 g of 2-chloroethyl isocyanate are added dropwise to the solution a... Reactants: ClCCN=C=O (2-chloroethyl isocyanate), ClCC(CO)O (3-chloro-1,2-dihydroxy-n-propane), CN.CO (methylamine methanol), Cl.CNCC(CO)O (N-methyl-2,3-dihydroxy-n-propylamine hydrochloride). As a reaction SMILES: ClCC(O)CO.CN.CO.Cl.[CH3:12][NH:13][CH2:14][CH:15]([OH:18])[CH2:16][OH:17].[Cl:19][CH2:20][CH2:21][N:22]=[C:23]=[O:24]>CO.C(N(CC)CC)C>[Cl:19][CH2:20][CH2:21][NH:22][C:23]([N:13]([CH3:12])[CH2:14][CH:15]([OH:18])[CH2:16][OH:17])=[O:24] |f:1.2,3.4|. Yields the product ClCCNC(=O)N(CC(CO)O)C (1-(2-chloroethyl)-3-methyl-3-(2,3-dihydroxy-n-propyl)urea). Run at time 3 day. Run in CO (methanol), C(C)N(CC)CC (triethylamine). Starting materials: S1C2=C(C=C1)C=C(C=C2)CCOCC(=O)N2CCCCC2 (2-(2-benzo[b]thiophen-5-ylethoxy)-1-piperidino-1-ethanone), [OH-].[Na+] (sodium hydroxide). The solvent is C(C)O (ethanol), O (water). Yields the product S1C2=C(C=C1)C=C(C=C2)CCOCC(=O)O (2-(2-benzo[b]thiophen-5-ylethoxy)-acetic acid). The yield is 74.6%. Reaction SMILES: [S:1]1[CH:5]=[CH:4][C:3]2[CH:6]=[C:7]([CH2:10][CH2:11][O:12][CH2:13][C:14](N3CCCCC3)=[O:15])[CH:8]=[CH:9][C:2]1=2.[OH-:22].[Na+]>C(O)C.O>[S:1]1[CH:5]=[CH:4][C:3]2[CH:6]=[C:7]([CH2:10][CH2:11][O:12][CH2:13][C:14]([OH:15])=[O:22])[CH:8]=[CH:9][C:2]1=2 |f:1.2|. Procedure: In a mixture of 58 mL of ethanol and 6 mL of water is dissolved 6.40 g of 2-(2-benzo[b]thiophen-5-ylethoxy)-1-piperidino-1-ethanone, to which is added 1.27 g of sodium hydroxide. The mixture is heated under reflux for 4 hours. After cooling the mixture, the deposited matter is collected by filtration. The deposited matter is added to a mixture of ethyl acetate and water, pH is adjusted to 1.5 with 2 mol/L hydrochloric acid, and the organic layer is separated. The organic layer is washed with wat... Reactants: ClC1=CC=C(C=C1)C=1SC=C(N1)C(CN)(C)C (2-(2-(4-chlorophenyl)thiazol-4-yl)-2-methylpropan-1-amine), FC(C1=NC(=NO1)C=1C=NC=C(C(=O)O)C1)(F)F (5-(5-(trifluoromethyl)-1,2,4-oxadiazol-3-yl)nicotinic acid). Product: ClC1=CC=C(C=C1)C=1SC=C(N1)C(CNC(C1=CN=CC(=C1)C1=NOC(=N1)C(F)(F)F)=O)(C)C (N-(2-(2-(4-chlorophenyl)thiazol-4-yl)-2-methylpropyl)-5-(5-(trifluoromethyl)-1,2,4-oxadiazol-3-yl)nicotinamide). Isolated yield 51.0%. As a reaction SMILES: [Cl:1][C:2]1[CH:7]=[CH:6][C:5]([C:8]2[S:9][CH:10]=[C:11]([C:13]([CH3:17])([CH3:16])[CH2:14][NH2:15])[N:12]=2)=[CH:4][CH:3]=1.[F:18][C:19]([F:35])([F:34])[C:20]1[O:24][N:23]=[C:22]([C:25]2[CH:26]=[N:27][CH:28]=[C:29]([CH:33]=2)[C:30](O)=[O:31])[N:21]=1>>[Cl:1][C:2]1[CH:3]=[CH:4][C:5]([C:8]2[S:9][CH:10]=[C:11]([C:13]([CH3:17])([CH3:16])[CH2:14][NH:15][C:30](=[O:31])[C:29]3[CH:33]=[C:25]([C:22]4[N:21]=[C:20]([C:19]([F:35])([F:34])[F:18])[O:24][N:23]=4)[CH:26]=[N:27][CH:28]=3)[N:12]=2)=[CH:6][CH:7]=1. Procedure: This compound was synthesized from 2-(2-(4-chlorophenyl)thiazol-4-yl)-2-methylpropan-1-amine and 5-(5-(trifluoromethyl)-1,2,4-oxadiazol-3-yl)nicotinic acid as described in example 8 step 6 (50 mg, yield 51%). 1H NMR (400 MHz, CDCl3) δ 9.46 (d, J=1.5 Hz, 1H), 9.24 (d, J=1.8 Hz, 1H), 8.79 (m, 1H), 8.22 (t, J=4.5 Hz, 1H), 7.85-7.83 (d, J=8.5 Hz, 2H), 7.38-7.36 (d, J=8.5 Hz, 2H), 7.09 (s, 1H), 3.72 (d, J=5.5 Hz, 2H), 1.50 (s, 6H). MS (ESI) m/z: Calculated for C22H17ClF3N5O2S: 507.07. found: 508.0 (M... Starting materials: CO, CCO, O=C(O)C=Cc1cccnc1. Product: O=C(O)CCc1cccnc1. As a reaction SMILES: [CH3:12][OH:13].[CH3:14][CH2:15][OH:16].[n:1]1[cH:2][c:3]([CH:7]=[CH:8][C:9](=[O:10])[OH:11])[cH:4][cH:5][cH:6]1>>[n:1]1[cH:2][c:3]([CH2:7][CH2:8][C:9](=[O:10])[OH:11])[cH:4][cH:5][cH:6]1.